Dataset: the Open Reaction Database (ORD), a public repository of structured organic reaction records. Task: describe an organic reaction: reactants, conditions, products, and yield Reactants: C(C)(C)(C)OC(=O)N1CCN(CC1)C1=C(C=CC(=C1)N)OC (4-(5-amino-2-methoxy-phenyl)-piperazine-1-carboxylic acid tert-butyl ester), FC(OC1=CC=C(C=C1)S(=O)(=O)Cl)F (4-difluoromethoxy benzene sulfonylchloride). Product: Cl.FC(OC1=CC=C(C=C1)S(=O)(=O)NC1=CC(=C(C=C1)OC)N1CCNCC1)F (4-Difluoromethoxy-N-(4-methoxy-3-piperazin-1-yl-phenyl)-benzenesulfonamide Hydrochloride). RXN SMILES: C(OC([N:8]1[CH2:13][CH2:12][N:11]([C:14]2[CH:19]=[C:18]([NH2:20])[CH:17]=[CH:16][C:15]=2[O:21][CH3:22])[CH2:10][CH2:9]1)=O)(C)(C)C.[F:23][CH:24]([F:36])[O:25][C:26]1[CH:31]=[CH:30][C:29]([S:32]([Cl:35])(=[O:34])=[O:33])=[CH:28][CH:27]=1>>[ClH:35].[F:36][CH:24]([F:23])[O:25][C:26]1[CH:27]=[CH:28][C:29]([S:32]([NH:20][C:18]2[CH:17]=[CH:16][C:15]([O:21][CH3:22])=[C:14]([N:11]3[CH2:10][CH2:9][NH:8][CH2:13][CH2:12]3)[CH:19]=2)(=[O:34])=[O:33])=[CH:30][CH:31]=1 |f:2.3|. Procedure details: The compound was prepared as described for Example 1 by reaction of 4-(5-amino-2-methoxy-phenyl)-piperazine-1-carboxylic acid tert-butyl ester with commercially available 4-difluoromethoxy benzene sulfonylchloride followed by deprotection.